Dataset: the Open Reaction Database (ORD), a public repository of structured organic reaction records. Task: describe an organic reaction: reactants, conditions, products, and yield The product is C(C=C)(=O)N1[C@@H](C[C@@H](C1)N1C=C(C2=C1N=CN=C2N)C#CC2=CC(=CC(=C2)OC)OC)C(=O)N(C)CCN(C)C ((2S,4S)-1-acryloyl-4-(4-amino-5-((3,5-dimethoxyphenyl)ethynyl)-7H-pyrrolo[2,3-d]pyrimidin-7-yl)-N-(2-(dimethylamino)ethyl)-N-methylpyrrolidine-2-carboxamide). Solvent: C(C)#N (acetonitrile), O (water), C(C)(=O)OCC (Ethyl acetate). Reaction SMILES: [NH2:1][C:2]1[C:3]2[C:10]([C:11]#[C:12][C:13]3[CH:18]=[C:17]([O:19][CH3:20])[CH:16]=[C:15]([O:21][CH3:22])[CH:14]=3)=[CH:9][N:8]([C@@H:23]3[CH2:27][N:26]([C:28](OC(C)(C)C)=[O:29])[C@H:25]([C:35](O)=[O:36])[CH2:24]3)[C:4]=2[N:5]=[CH:6][N:7]=1.CN(C(ON1N=N[C:48]2C=CC=C[C:47]1=2)=[N+](C)C)C.[B-](F)(F)(F)F.[CH3:60][N:61]([CH3:66])[CH2:62][CH2:63][NH:64][CH3:65].CCN(C(C)C)C(C)C>C(#N)C.O.C(OCC)(=O)C>[C:28]([N:26]1[CH2:27][C@@H:23]([N:8]2[C:4]3[N:5]=[CH:6][N:7]=[C:2]([NH2:1])[C:3]=3[C:10]([C:11]#[C:12][C:13]3[CH:14]=[C:15]([O:21][CH3:22])[CH:16]=[C:17]([O:19][CH3:20])[CH:18]=3)=[CH:9]2)[CH2:24][C@H:25]1[C:35]([N:64]([CH2:63][CH2:62][N:61]([CH3:66])[CH3:60])[CH3:65])=[O:36])(=[O:29])[CH:47]=[CH2:48] |f:1.2|. The reactants are NC=1C2=C(N=CN1)N(C=C2C#CC2=CC(=CC(=C2)OC)OC)[C@H]2C[C@H](N(C2)C(=O)OC(C)(C)C)C(=O)O ((2S,4S)-4-(4-amino-5-((3,5-dimethoxyphenyl)ethynyl)-7H-pyrrolo[2,3-d]pyrimidin-7-yl)-1-(tert-butoxycarbonyl)pyrrolidine-2-carboxylic acid), CN(C)C(=[N+](C)C)ON1C2=C(C=CC=C2)N=N1.[B-](F)(F)(F)F (TBTU), CN(CCNC)C (N,N,N′-trimethylethane-1,2-diamine), CCN(C(C)C)C(C)C (DIPEA). Procedure: A solution of (2S,4S)-4-(4-amino-5-((3,5-dimethoxyphenyl)ethynyl)-7H-pyrrolo[2,3-d]pyrimidin-7-yl)-1-(tert-butoxycarbonyl)pyrrolidine-2-carboxylic acid (25.4 mg) obtained in Example 68 (Step 1), TBTU (17.7 mg), N,N,N′-trimethylethane-1,2-diamine (13 μl), and DIPEA (26 μl) in acetonitrile (3 ml) was stirred at room temperature for 1 hour. Ethyl acetate and water were added to separate the organic layer. The organic layer was dried over anhydrous sodium sulfate, and the solvent was distilled off u... The reactants are BrCC(=O)C=1C=NC=CC1C (2-bromo-1-(4-methylpyridin-3-yl)ethanone), N1=C(C=CC=C1)C(N)=S (pyridine-2-carbothioamide). Product: CC1=C(C=NC=C1)C=1N=C(SC1)C1=NC=CC=C1 (4-methyl-3-[2-(2-pyridyl)-1,3-thiazol-4-yl]pyridine). Yield: 23.3%. As a reaction SMILES: Br[CH2:2][C:3]([C:5]1[CH:6]=[N:7][CH:8]=[CH:9][C:10]=1[CH3:11])=O.[N:12]1[CH:17]=[CH:16][CH:15]=[CH:14][C:13]=1[C:18](=[S:20])[NH2:19]>>[CH3:11][C:10]1[CH:9]=[CH:8][N:7]=[CH:6][C:5]=1[C:3]1[N:19]=[C:18]([C:13]2[CH:14]=[CH:15][CH:16]=[CH:17][N:12]=2)[S:20][CH:2]=1. Reported procedure: By the reaction in the same manner as in Example 25-iii) using 2-bromo-1-(4-methylpyridin-3-yl)ethanone hydrobromate (446 mg) and pyridine-2-carbothioamide (157 mg), the title compound (67 mg) was obtained as pale-red powder crystals.